This data is from the Open Reaction Database (ORD), a public repository of structured organic reaction records. The task is: describe an organic reaction: reactants, conditions, products, and yield Starting materials: C(C=C)OC(C(=C)C)C1=CC=C(C=C1)C (1-[1-(allyloxy)-2-methyl-2-propenyl]-4-methylbenzene), RuCl2(PPh3)3, C=1(C)C(C)=CC(C)=CC1 (pseudo-cumene). The product is CC(C=O)C\C(=C\C1=CC=C(C=C1)C)\C ((4E)-2,4-dimethyl-5-(4-methylphenyl)-4-pentenal). Reaction SMILES: C([O:4][CH:5]([C:9]1[CH:14]=C[C:12](C)=[CH:11][CH:10]=1)C(C)=C)C=C.[C:16]1([C:18](=[CH:20][C:21](=[CH:23][CH:24]=1)[CH3:22])C)[CH3:17]>>[CH3:14][CH:9]([CH2:10]/[C:11](/[CH3:12])=[CH:17]/[C:16]1[CH:24]=[CH:23][C:21]([CH3:22])=[CH:20][CH:18]=1)[CH:5]=[O:4]. Procedure: The 1-[1-(allyloxy)-2-methyl-2-propenyl]-4-methylbenzene (24 g, 0.116 mol) and [RuCl2(PPh3)3] (200 mg) were heated in the presence of BHT (50 mg) in pseudo-cumene (50 ml) at 170-180° C. (reflux) for 4 hours. Reactants: C(C)(=O)OCC (ethyl acetate), C1(=CC=CC=C1)CCCNC(=O)C=1C(NC(NC1COCCN=[N+]=[N-])=O)C1=CC(=CC=C1)Cl (6-(2-azidoethoxymethyl)-4-(3-chlorophenyl)-2-oxo-1,2,3,4-tetrahydropyrimidine-5-carboxylic acid (3-phenylpropyl)amide). Reagents/catalysts: [Pd] (palladium/carbon). Solvent: [H][H] (hydrogen). Yields the product C1(=CC=CC=C1)CCCNC(=O)C=1C(NC(NC1COCCN)=O)C1=CC(=CC=C1)Cl (6-(2-aminoethoxymethyl)-4-(3-chlorophenyl)-2-oxo-1,2,3,4-tetrahydropyrimidine-5-carboxylic acid (3-phenylpropyl)amide). RXN SMILES: C(OCC)(=O)C.[C:7]1([CH2:13][CH2:14][CH2:15][NH:16][C:17]([C:19]2[CH:20]([C:33]3[CH:38]=[CH:37][CH:36]=[C:35]([Cl:39])[CH:34]=3)[NH:21][C:22](=[O:32])[NH:23][C:24]=2[CH2:25][O:26][CH2:27][CH2:28][N:29]=[N+]=[N-])=[O:18])[CH:12]=[CH:11][CH:10]=[CH:9][CH:8]=1>[H][H].[Pd]>[C:7]1([CH2:13][CH2:14][CH2:15][NH:16][C:17]([C:19]2[CH:20]([C:33]3[CH:38]=[CH:37][CH:36]=[C:35]([Cl:39])[CH:34]=3)[NH:21][C:22](=[O:32])[NH:23][C:24]=2[CH2:25][O:26][CH2:27][CH2:28][NH2:29])=[O:18])[CH:8]=[CH:9][CH:10]=[CH:11][CH:12]=1. Procedure: 10 ml of ethyl acetate was added to a mixture of 164 mg (0.350 mmol) of 6-(2-azidoethoxymethyl)-4-(3-chlorophenyl)-2-oxo-1,2,3,4-tetrahydropyrimidine-5-carboxylic acid (3-phenylpropyl)amide and a catalytic amount of 10% palladium/carbon, and they were stirred at room temperature in hydrogen atmosphere under normal pressure for 24 hours. The catalyst was filtered out, and the filtrate was concentrated under reduced pressure. The residue was purified by the basic silica gel chromatography (dichlor... Reactants: C[O-].[Na+] (Sodium methoxide), Cl.C1=CC=CC=2OCOC3=C(N(C21)CCCN2CCC(CC2)C(=O)O)C=CC=C3 (1-(3-(12H-Dibenzo[d,g][1,3,6]dioxazocin-12-yl)-1-propyl)-4-piperidinecarboxylic acid hydrochloride), BrC1=C(C=CC=C1)OCCl (1-Bromo-2-chloromethoxybenzene). The solvent is C(C)O (ethanol), C(C)O (ethanol). Conditions: time 30 minute. The product is BrC1=C(OCOC2=C(C=CC=C2)NC=O)C=CC=C1 (N-(2-(2-bromophenoxymethoxy)phenyl)formamide). Yield: 37.1%. Reaction SMILES: Cl.[CH:2]1[C:13]2[N:12]([CH2:14]CCN3CCC(C(O)=O)CC3)C3C=CC=CC=3OC[O:7][C:6]=2[CH:5]=[CH:4][CH:3]=1.C[O-:31].[Na+].[Br:33][C:34]1[CH:39]=[CH:38][CH:37]=[CH:36][C:35]=1[O:40][CH2:41]Cl>C(O)C>[Br:33][C:34]1[CH:39]=[CH:38][CH:37]=[CH:36][C:35]=1[O:40][CH2:41][O:7][C:6]1[CH:5]=[CH:4][CH:3]=[CH:2][C:13]=1[NH:12][CH:14]=[O:31] |f:0.1,2.3|. Procedure details: 1-(3-(12H-Dibenzo[d,g][1,3,6]dioxazocin-12-yl)-1-propyl)-4-piperidinecarboxylic acid hydrochloride ##STR13## N-(2-Hydroxyphenyl)formamide (16.0 g, 130 mmol) was dissolved in 99.9% ethanol (65 ml). Sodium methoxide 7.0 g, 130 mmol) was suspended in 99.9% ethanol (70 ml) and added dropwise over 30 minutes. The resulting mixture was stirred for 30 minutes. 1-Bromo-2-chloromethoxybenzene (26.1 g, 118 mmol, synthesis described in J. Heterocycl. Chem., 11, 1974, 331-337) was added dropwise over 15 min...